Dataset: the Open Reaction Database (ORD), a public repository of structured organic reaction records. Task: describe an organic reaction: reactants, conditions, products, and yield Starting materials: O=C1CCC(=O)N1Br, ClCCl, c1ccc(P(c2ccccc2)c2ccccc2)cc1, OCCCc1cccc2ccccc12. The product is BrCCCc1cccc2ccccc12. RXN SMILES: [Br:34][N:35]1[C:36](=[O:37])[CH2:38][CH2:39][C:40]1=[O:41].[CH2:42]([Cl:43])[Cl:44].[c:15]1([P:16]([c:17]2[cH:18][cH:19][cH:20][cH:21][cH:22]2)[c:23]2[cH:24][cH:25][cH:26][cH:27][cH:28]2)[cH:29][cH:30][cH:31][cH:32][cH:33]1.[c:1]1([CH2:11][CH2:12][CH2:13][OH:14])[cH:2][cH:3][cH:4][c:5]2[cH:6][cH:7][cH:8][cH:9][c:10]12>>[c:1]1([CH2:11][CH2:12][CH2:13][Br:34])[cH:2][cH:3][cH:4][c:5]2[cH:6][cH:7][cH:8][cH:9][c:10]12. Reactants: CO, COC(=O)C(F)(F)c1ccc2ncccc2c1, NN. Yields the product NNC(=O)C(F)(F)c1ccc2ncccc2c1. RXN SMILES: [CH3:20][OH:21].[F:1][C:2]([C:3](=[O:4])[O:5][CH3:6])([c:7]1[cH:8][c:9]2[cH:10][cH:11][cH:12][n:13][c:14]2[cH:15][cH:16]1)[F:17].[NH2:18][NH2:19]>>[F:1][C:2]([C:3](=[O:4])[NH:18][NH2:19])([c:7]1[cH:8][c:9]2[cH:10][cH:11][cH:12][n:13][c:14]2[cH:15][cH:16]1)[F:17]. Starting materials: [Br-].CC=1OC(C([NH+]1)(C(C)C)C)=CBr (2,4-dimethyl-4-isopropyl-5(bromomethylene)-2-oxazolinium bromide). The solvent is C(C)O (ethanol). Yields the product Br.BrCC(C(C(C)C)(N)C)=O (1-bromo-3,4-dimethyl-3-amino-2-pentanone hydrobromide). RXN SMILES: [Br-].CC1[O:4][C:5](=[CH:12][Br:13])[C:6]([CH3:11])([CH:8]([CH3:10])[CH3:9])[NH+:7]=1>C(O)C>[BrH:13].[Br:13][CH2:12][C:5](=[O:4])[C:6]([CH3:11])([NH2:7])[CH:8]([CH3:10])[CH3:9] |f:0.1,3.4|. Procedure: A solution was prepared of 2,4-dimethyl-4-isopropyl-5(bromomethylene)-2-oxazolinium bromide in ethanol and allowed to stand at room temperature. The solvent gradually evaporated and the solid residue was recrystallized from ethanol to yield 1-bromo-3,4-dimethyl-3-amino-2-pentanone hydrobromide having a melting point of about 158°-160° C. The material was identified by the n.m.r. spectrum. Reactants: BrC=1C=C2C=CNC2=C(C1)C(=O)OCC (ethyl 5-bromo-1H-indole-7-carboxylate), C12CC(CC(CC1)S2)=O (8-thiabicyclo[3.2.1]octan-3-one), ketone, O(S(=O)(=O)C(F)(F)F)[Si](C)(C)C (trimethylsilyl triflate), C(C)[SiH](CC)CC (triethylsilane). The solvent is ClCCl (dichloromethane), ClCCl (dichloromethane). Reaction conditions: temperature 23 celsius, time 8 hour. Product: BrC=1C=C2C(=CNC2=C(C1)C(=O)OCC)C1CC2CCC(C1)S2 (ethyl 5-bromo-3-(8-thiabicyclo[3.2.1]oct-3-yl)-1H-indole-7-carboxylate). RXN SMILES: [CH:1]12[S:8][CH:5]([CH2:6][CH2:7]1)[CH2:4][C:3](=O)[CH2:2]2.O([Si](C)(C)C)S(C(F)(F)F)(=O)=O.[Br:22][C:23]1[CH:24]=[C:25]2[C:29](=[C:30]([C:32]([O:34][CH2:35][CH3:36])=[O:33])[CH:31]=1)[NH:28][CH:27]=[CH:26]2.C([SiH](CC)CC)C>ClCCl>[Br:22][C:23]1[CH:24]=[C:25]2[C:29](=[C:30]([C:32]([O:34][CH2:35][CH3:36])=[O:33])[CH:31]=1)[NH:28][CH:27]=[C:26]2[CH:3]1[CH2:4][CH:5]2[S:8][CH:1]([CH2:7][CH2:6]2)[CH2:2]1. Procedure details: To a solution of 8-thiabicyclo[3.2.1]octan-3-one (1.33 g, 9.32 mmol, 1 eq) in dry dichloromethane (50 mL) was added a spatula tip full of activated 4 Å molecular sieves (beads). The ketone solution was cooled to 0° C., and trimethylsilyl triflate (1.7 mL, 9.41 mmol, 1 eq) was added dropwise followed by a solution of ethyl 5-bromo-1H-indole-7-carboxylate (2.5 g, 9.32 mmol, 1 eq) in dichloromethane (25 mL). The mixture was stirred at 23° C. overnight, then was cooled to 23° C. and triethylsilane (... Starting materials: S(=O)(=O)([O-])S(=O)[O-].[Na+].[Na+] (sodium metabisulfite), [OH-].[Na+] (NaOH), C(C)NC(=O)C=1C2=C(SC1[Si](C)(C)C)C=CC=C2 (N-Ethyl-2-(trimethylsilyl)-benzo[b]thiophene-3-carboxamide), ClC=1C=C(C(=O)OO)C=CC1 (3-chloroperoxybenzoic acid). Run in [Cl-].[Na+].O (brine), C(Cl)Cl (methylene chloride), C(Cl)Cl (methylene chloride). The product is C(C)NC(=O)C=1C2=C(S(C1[Si](C)(C)C)(=O)=O)C=CC=C2 (N-Ethyl-2-(trimethylsilyl)benzo[b]thiophene-3-carboxamide 1,1-dioxide). Isolated yield 74.5%. As a reaction SMILES: [CH2:1]([NH:3][C:4]([C:6]1[C:7]2[CH:18]=[CH:17][CH:16]=[CH:15][C:8]=2S[C:10]=1[Si:11]([CH3:14])([CH3:13])[CH3:12])=[O:5])[CH3:2].ClC1C=C(C=CC=1)C(OO)=O.[S:30](S([O-])=O)([O-:33])(=O)=[O:31].[Na+].[Na+].[OH-].[Na+]>C(Cl)Cl.[Cl-].[Na+].O>[CH2:1]([NH:3][C:4]([C:6]1[C:7]2[CH:8]=[CH:15][CH:16]=[CH:17][C:18]=2[S:30](=[O:33])(=[O:31])[C:10]=1[Si:11]([CH3:13])([CH3:12])[CH3:14])=[O:5])[CH3:2] |f:2.3.4,5.6,8.9.10|. Reported procedure: A mixture of the product of Example 8 (0.6 g, 2.2 mmol) and 1 g of 80-85% 3-chloroperoxybenzoic acid in 16 mL methylene chloride was refluxed for 2 h, then cooled and diluted with additional methylene chloride. The solution was treated sequentially with sat sodium metabisulfite, 1.25N NaOH, and brine; then dried and concentrated in vacuo. Flash chromatography of the residue with 35% ethyl acetate-hexane gave 0.5 g of the desired product as a white solid, a yield of 74.5%. m.p. 135-148° C.